From a dataset of the Open Reaction Database (ORD), a public repository of structured organic reaction records. describe an organic reaction: reactants, conditions, products, and yield Solvent: CN(P(=O)(N(C)C)N(C)C)C (hexamethylphosphoramide). RXN SMILES: CS(O)(=O)=O.[CH2:6]1[O:24][C:9]2([CH2:14][CH2:13][C:12]([CH2:17][C:18]3[CH:23]=[CH:22][CH:21]=[CH:20][CH:19]=3)([CH2:15]O)[CH2:11][CH2:10]2)[O:8][CH2:7]1.[C-]#[N:26].[K+]>CN(C)P(N(C)C)(N(C)C)=O>[CH2:6]1[O:24][C:9]2([CH2:14][CH2:13][C:12]([CH2:17][C:18]3[CH:23]=[CH:22][CH:21]=[CH:20][CH:19]=3)([C:15]#[N:26])[CH2:11][CH2:10]2)[O:8][CH2:7]1 |f:0.1,2.3|. Procedure details: A mixture of 18.6 g. (0.055 M) of 4-benzyl-4-hydroxymethylcyclohexan-1-one ethylene ketal methanesulfonate (2) (prepared as in Example 2C) and 18 g. of potassium cyanide in 180 ml. of hexamethylphosphoramide is heated for about 17 hours in an oil bath at about 145° C. The resulting gel is allowed to cool, diluted to 800 ml. with water and extracted with benzene. The organic layer is washed with water and brine and evaporated to dryness. The residue is chromatographed on 1 l. of silica gel and el... Starting materials: CS(=O)(=O)O.C1COC2(CCC(CC2)(CO)CC2=CC=CC=C2)O1 (4-Benzyl-4-hydroxymethylcyclohexan-1-one ethylene ketal methanesulfonate), [C-]#N.[K+] (potassium cyanide). Product: C1COC2(CCC(CC2)(C#N)CC2=CC=CC=C2)O1 (4-benzyl-4-cyanocyclohexan-1-one ethylene ketal). The reactants are O=C([O-])[O-], C#CCN, CS(=O)(=O)OCCOCCc1ccc2sccc2c1, CN(C)C=O, CCOC(C)=O, [K+], [K+], O. Product: C#CCNCCOCCc1ccc2sccc2c1. RXN SMILES: [C:24](=[O:25])([O-:26])[O-:27].[CH2:20]([C:21]#[CH:22])[NH2:23].[CH3:1][S:2]([O:3][CH2:6][CH2:7][O:8][CH2:9][CH2:10][c:11]1[cH:12][c:13]2[c:14]([s:15][cH:16][cH:17]2)[cH:18][cH:19]1)(=[O:4])=[O:5].[CH3:31][N:32]([CH3:33])[CH:34]=[O:35].[CH3:36][CH2:37][O:38][C:39](=[O:40])[CH3:41].[K+:28].[K+:29].[OH2:30]>>[CH2:6]([CH2:7][O:8][CH2:9][CH2:10][c:11]1[cH:12][c:13]2[c:14]([s:15][cH:16][cH:17]2)[cH:18][cH:19]1)[NH:23][CH2:20][C:21]#[CH:22]. Starting materials: hydroxymethyl, CS(=O)(=O)Cl (methanesulfonyl chloride), C(C)(=O)OCC1=NC=CC=C1 (2-(acetoxymethyl) pyridine). Solvent: C(C)N(CC)CC (triethylamine). The product is CS(=O)(=O)OCC1=NC=CC=C1 (2-(methanesulfonyloxymethyl)pyridine). RXN SMILES: C([O:4][CH2:5][C:6]1[CH:11]=[CH:10][CH:9]=[CH:8][N:7]=1)(=O)C.[CH3:12][S:13](Cl)(=[O:15])=[O:14]>C(N(CC)CC)C>[CH3:12][S:13]([O:4][CH2:5][C:6]1[CH:11]=[CH:10][CH:9]=[CH:8][N:7]=1)(=[O:15])=[O:14]. Reported procedure: 2-Methylpyridine of general structure III is prepared by α-methylation of substituted pyridine II using the method of Kray and Reinecke (J. Am. Chem. Soc., 1964, 86, 5355). Oxidation with m-chloroperbenzoic acid gives substituted 2-methylpyridine N-oxide IV. Treatment of the latter with phosphoryl chloride gives the 2-chloromethyl substituted pyridine VII. Alternatively, refluxing IV in acetic anhydride gives the 2-(acetoxymethyl) pyridine VII which is hydrolysed with aqueous base to the corresp... Starting materials: ClC1=NC=2N([C@@H](C(N(C2C=N1)C)=O)CC)C(C)C ((R)-2-Chloro-7-ethyl-8-isopropyl-5-methyl-7,8-dihydropteridin-6(5H)-one), N1N=CC(=C1)B(O)O (pyrazol-4-ylboronic acid). Yields the product C(C)[C@@H]1C(N(C=2C=NC(=NC2N1C(C)C)C=1C=NNC1)C)=O ((R)-7-ethyl-8-isopropyl-5-methyl-2-(1H-pyrazol-4-yl)-7,8-dihydropteridin-6(5H)-one). As a reaction SMILES: Cl[C:2]1[N:11]=[CH:10][C:9]2[N:8]([CH3:12])[C:7](=[O:13])[C@@H:6]([CH2:14][CH3:15])[N:5]([CH:16]([CH3:18])[CH3:17])[C:4]=2[N:3]=1.[NH:19]1[CH:23]=[C:22](B(O)O)[CH:21]=[N:20]1>>[CH2:14]([C@H:6]1[N:5]([CH:16]([CH3:18])[CH3:17])[C:4]2[N:3]=[C:2]([C:22]3[CH:23]=[N:19][NH:20][CH:21]=3)[N:11]=[CH:10][C:9]=2[N:8]([CH3:12])[C:7]1=[O:13])[CH3:15]. Procedure details: The title compound was prepared similarly to the methods described in Example 5, using Intermediate C instead of Intermediate B and pyrazol-4-ylboronic acid instead of pyridin-4-ylboronic acid. 1H NMR (CDCl3) δ: 8.23 (broad, 2H), 7.85 (s, 1H), 4.63 (m, 1H), 4.33 (m, 1H), 3.36 (s, 3H), 1.95 (m, 1H), 1.75 (m, 1H), 1.44 (dd, 6H) and 0.87 ppm (t, 3H); LCMS: 301.2 m/z (M+H)+; ret. Time: 1.30 min (Analytical Method E). Starting materials: C1CCNC1, C1CCOC1, Cc1oc(-c2ccc(OCc3ccccn3)cc2)nc1CCOS(C)(=O)=O. Product: Cc1oc(-c2ccc(OCc3ccccn3)cc2)nc1CCN1CCCC1. As a reaction SMILES: [CH2:28]1[CH2:29][CH2:30][NH:31][CH2:32]1.[CH2:33]1[O:34][CH2:35][CH2:36][CH2:37]1.[CH3:1][c:2]1[c:3]([CH2:21][CH2:22][O:23][S:24]([CH3:25])(=[O:26])=[O:27])[n:4][c:5](-[c:7]2[cH:8][cH:9][c:10]([O:13][CH2:14][c:15]3[n:16][cH:17][cH:18][cH:19][cH:20]3)[cH:11][cH:12]2)[o:6]1>>[CH3:1][c:2]1[c:3]([CH2:21][CH2:22][N:31]2[CH2:30][CH2:29][CH2:28][CH2:32]2)[n:4][c:5](-[c:7]2[cH:8][cH:9][c:10]([O:13][CH2:14][c:15]3[n:16][cH:17][cH:18][cH:19][cH:20]3)[cH:11][cH:12]2)[o:6]1. Reactants: N1[C@@H](CC1)COC=1C=C(C=NC1)C=1C=C(C=CC1)C[C@H](CC1=CC=CC=C1)O (1-[3-[5-[(2(S)-azetidinyl)methoxy]-3-pyridyl]phenyl]-3-phenyl-2(S)-propanol), Cl (hydrochloric acid). The solvent is CO (methanol). Run at time 2 hour. Product: Cl.N1[C@@H](CC1)COC=1C=C(C=NC1)C=1C=C(C=CC1)C[C@H](CC1=CC=CC=C1)O (1-[3-[5-[(2(S)-Azetidinyl)methoxy]-3-pyridyl]phenyl]-3-phenyl-2(S)-propanol Hydrochloride). Reaction SMILES: [NH:1]1[CH2:4][CH2:3][C@H:2]1[CH2:5][O:6][C:7]1[CH:8]=[C:9]([C:13]2[CH:14]=[C:15]([CH2:19][C@@H:20]([OH:28])[CH2:21][C:22]3[CH:27]=[CH:26][CH:25]=[CH:24][CH:23]=3)[CH:16]=[CH:17][CH:18]=2)[CH:10]=[N:11][CH:12]=1.[ClH:29]>CO>[ClH:29].[NH:1]1[CH2:4][CH2:3][C@H:2]1[CH2:5][O:6][C:7]1[CH:8]=[C:9]([C:13]2[CH:14]=[C:15]([CH2:19][C@@H:20]([OH:28])[CH2:21][C:22]3[CH:27]=[CH:26][CH:25]=[CH:24][CH:23]=3)[CH:16]=[CH:17][CH:18]=2)[CH:10]=[N:11][CH:12]=1 |f:3.4|. Reported procedure: To a solution of 1-[3-[5-[(2(S)-azetidinyl)methoxy]-3-pyridyl]phenyl]-3-phenyl-2(S)-propanol (130 mg, 0.35 mmol) in methanol (1 mL) was added 2M hydrochloric acid (0.53 mL) at 0° C. under N2. The solution was stirred for 2 h at room temperature and then evaporated. Water (8 mL) was added to dissolve the residue, and the solution was lyophilized. The residue was dissolved in 12 mL of water, and the solution was re-lyophilized to give the hydrochloride (145 mg) as a colorless solid. 1H NMR (D2O, 3... The reactants are [NH4+].[Cl-] (NH4Cl), O (water), CON(C(=O)C1=CC=CC=2NC=NC21)C (1H-benzoimidazole-4-carboxylic acid methoxy-methyl-amide), [Li]C (MeLi), [Li]C (MeLi). The solvent is C1CCOC1 (THF). Conditions: temperature -78 celsius, time 2 hour. Product: N1C=NC2=C1C=CC=C2C(C)=O (1-(1H-benzoimidazol-4-yl)-ethanone). Isolated yield 84.0%. As a reaction SMILES: CON(C)[C:4]([C:6]1[C:14]2[N:13]=[CH:12][NH:11][C:10]=2[CH:9]=[CH:8][CH:7]=1)=[O:5].[Li][CH3:17].[NH4+].[Cl-].O>C1COCC1>[NH:11]1[C:10]2[CH:9]=[CH:8][CH:7]=[C:6]([C:4](=[O:5])[CH3:17])[C:14]=2[N:13]=[CH:12]1 |f:2.3|. Procedure details: To a stirred solution of 1H-benzoimidazole-4-carboxylic acid methoxy-methyl-amide (742 mg, 3.62 mmol) in THF (36 mL) at −78° C. was added MeLi (1.6M; 2.49 mL, 3.98 mmol) dropwise. The mixture was stirred at −78° C. for 2 hours before an additional 1.0 mol. eq. MeLi (2.3 mL) was added dropwise. The mixture was stirred at −78° C. for a further 2 hours before saturated aqueous NH4Cl solution was added and the mixture warmed to room temperature. Enough water was added to dissolve all solids and the ... The solvent is O1CCCC1 (tetrahydrofuran). RXN SMILES: [F:1][C:2]1[CH:7]=[CH:6][C:5]([C:8]2[S:12][C:11]([NH2:13])=[CH:10][C:9]=2[C:14]2[CH:19]=[CH:18][C:17]([S:20]([CH3:23])(=[O:22])=[O:21])=[CH:16][CH:15]=2)=[CH:4][CH:3]=1.[CH3:24][N:25]=[C:26]=[O:27]>O1CCCC1>[F:1][C:2]1[CH:3]=[CH:4][C:5]([C:8]2[S:12][C:11]([NH:13][C:26]([NH:25][CH3:24])=[O:27])=[CH:10][C:9]=2[C:14]2[CH:19]=[CH:18][C:17]([S:20]([CH3:23])(=[O:22])=[O:21])=[CH:16][CH:15]=2)=[CH:6][CH:7]=1. Starting materials: FC1=CC=C(C=C1)C1=C(C=C(S1)N)C1=CC=C(C=C1)S(=O)(=O)C (5-(4-fluorophenyl)-4-[4-(methylsulfonyl)phenyl]-2-thiophenamine), CN=C=O (methyl isocyanate). Procedure details: A mixture of 5-(4-fluorophenyl)-4-[4-(methylsulfonyl)phenyl]-2-thiophenamine (0.9 g) and methyl isocyanate (1.4 ml) in tetrahydrofuran (20 ml) was stirred and refluxed for 1 hour. The solvent was evaporated and the residue (1.5 g) was purified by column chromatography on silica gel eluting with a mixture of chloroform and methanol (10:1) to give a brown powder of N-{5-(4-fluorophenyl)-4-[4-(methylsulfonyl)phenyl]-2-thienyl}-N'-methylurea (0.77 g). Product: FC1=CC=C(C=C1)C1=C(C=C(S1)NC(=O)NC)C1=CC=C(C=C1)S(=O)(=O)C (N-{5-(4-fluorophenyl)-4-[4-(methylsulfonyl)phenyl]-2-thienyl}-N'-methylurea). As a reaction SMILES: [Cl:1][C:2]1[CH:3]=[C:4]([C:9]([NH:11][CH:12]([CH3:14])[CH3:13])=[O:10])[CH:5]=[N:6][C:7]=1Cl.Cl.[NH:16]1[CH2:21][CH2:20][CH:19]([N:22]2[C:27]3[CH:28]=[CH:29][CH:30]=[CH:31][C:26]=3[CH2:25][O:24][C:23]2=[O:32])[CH2:18][CH2:17]1>>[Cl:1][C:2]1[CH:3]=[C:4]([C:9]([NH:11][CH:12]([CH3:14])[CH3:13])=[O:10])[CH:5]=[N:6][C:7]=1[N:16]1[CH2:17][CH2:18][CH:19]([N:22]2[C:27]3[CH:28]=[CH:29][CH:30]=[CH:31][C:26]=3[CH2:25][O:24][C:23]2=[O:32])[CH2:20][CH2:21]1 |f:1.2|. The product is ClC=1C=C(C=NC1N1CCC(CC1)N1C(OCC2=C1C=CC=C2)=O)C(=O)NC(C)C (5-Chloro-N-(1-methylethyl)-6-[4-(2-oxo-2H-3,1-benzoxazin-1(4H)-yl)piperidin-1-yl]pyridine-3-carboxamide). Reported procedure: The title compound was prepared from the product of step (i) (0.3 g) and 1-piperidin-4-yl-1,4-dihydro-2H-3,1-benzoxazin-2-one hydrochloride (0.35 g) using the method of example 115 step (ii). Yield 0.187 g. Reactants: ClC=1C=C(C=NC1Cl)C(=O)NC(C)C (5,6-Dichloro-N-(1-methylethyl)pyridine-3-carboxamide), Cl.N1CCC(CC1)N1C(OCC2=C1C=CC=C2)=O (1-piperidin-4-yl-1,4-dihydro-2H-3,1-benzoxazin-2-one hydrochloride). The reactants are CC1(CBr)SC2C(NC(=O)Cc3ccccc3)C(=O)N2C1C(=O)OCC(Cl)(Cl)Cl, CC(C)=O, [N-]=[N+]=[N-], [Na+], O. RXN SMILES: [Br:1][CH2:2][C:3]1([CH3:29])[S:4][CH:5]2[N:6]([CH:7]1[C:8](=[O:9])[O:10][CH2:11][C:12]([Cl:13])([Cl:14])[Cl:15])[C:16](=[O:28])[CH:17]2[NH:18][C:19]([CH2:20][c:21]1[cH:22][cH:23][cH:24][cH:25][cH:26]1)=[O:27].[CH3:34][C:35](=[O:36])[CH3:37].[N-:31]=[N+:32]=[N-:33].[Na+:30].[OH2:38]>>[CH2:2]([C:3]1([CH3:29])[S:4][CH:5]2[N:6]([CH:7]1[C:8](=[O:9])[O:10][CH2:11][C:12]([Cl:13])([Cl:14])[Cl:15])[C:16](=[O:28])[CH:17]2[NH:18][C:19]([CH2:20][c:21]1[cH:22][cH:23][cH:24][cH:25][cH:26]1)=[O:27])[N:31]=[N+:32]=[N-:33]. The product is CC1(CN=[N+]=[N-])SC2C(NC(=O)Cc3ccccc3)C(=O)N2C1C(=O)OCC(Cl)(Cl)Cl.